From a dataset of the Open Reaction Database (ORD), a public repository of structured organic reaction records. describe an organic reaction: reactants, conditions, products, and yield The reactants are CC(C)(C)OC(=O)N1CC(CNCc2ccc(Cl)cc2Cl)C1, C=CC(C)=O, ClC(Cl)Cl. Product: CC(=O)CCN(Cc1ccc(Cl)cc1Cl)CC1CN(C(=O)OC(C)(C)C)C1. Reaction SMILES: [C:1]([CH3:2])([CH3:3])([CH3:4])[O:5][C:6](=[O:7])[N:8]1[CH2:9][CH:10]([CH2:12][NH:13][CH2:14][c:15]2[c:16]([Cl:22])[cH:17][c:18]([Cl:21])[cH:19][cH:20]2)[CH2:11]1.[CH:23](=[CH2:24])[C:25](=[O:26])[CH3:27].[Cl:28][CH:29]([Cl:30])[Cl:31]>>[C:1]([CH3:2])([CH3:3])([CH3:4])[O:5][C:6](=[O:7])[N:8]1[CH2:9][CH:10]([CH2:12][N:13]([CH2:14][c:15]2[c:16]([Cl:22])[cH:17][c:18]([Cl:21])[cH:19][cH:20]2)[CH2:24][CH2:23][C:25](=[O:26])[CH3:27])[CH2:11]1.